From a dataset of the Open Reaction Database (ORD), a public repository of structured organic reaction records. describe an organic reaction: reactants, conditions, products, and yield Reactants: CC(=O)O, O=C(O)c1cccnc1Cl, Nc1cc(Cl)cc(Cl)c1. Yields the product O=C(O)c1cccnc1Nc1cc(Cl)cc(Cl)c1. As a reaction SMILES: [CH3:20][C:21](=[O:22])[OH:23].[Cl:1][c:2]1[c:3]([C:4](=[O:5])[OH:6])[cH:7][cH:8][cH:9][n:10]1.[NH2:11][c:12]1[cH:13][c:14]([Cl:15])[cH:16][c:17]([Cl:18])[cH:19]1>>[c:2]1([NH:11][c:12]2[cH:13][c:14]([Cl:15])[cH:16][c:17]([Cl:18])[cH:19]2)[c:3]([C:4](=[O:5])[OH:6])[cH:7][cH:8][cH:9][n:10]1. Starting materials: BrC(CC)C=1N=C2N(C(C1)=O)C(=CC=C2)C (2-(1-bromopropyl)-6-methyl-4H-pyrido[1,2-a]pyrimidin-4-one), IN1C(CCC1=O)=O (N-iodosuccinimide). Solvent: C(C)#N (acetonitrile). Run at temperature 80 celsius, time 8 hour. Product: BrC(CC)C=1N=C2N(C(C1I)=O)C(=CC=C2)C (2-(1-bromopropyl)-3-iodo-6-methyl-4H-pyrido[1,2-a]pyrimidin-4-one). The yield is 90.5%. RXN SMILES: [Br:1][CH:2]([C:5]1[N:6]=[C:7]2[CH:15]=[CH:14][CH:13]=[C:12]([CH3:16])[N:8]2[C:9](=[O:11])[CH:10]=1)[CH2:3][CH3:4].[I:17]N1C(=O)CCC1=O>C(#N)C>[Br:1][CH:2]([C:5]1[N:6]=[C:7]2[CH:15]=[CH:14][CH:13]=[C:12]([CH3:16])[N:8]2[C:9](=[O:11])[C:10]=1[I:17])[CH2:3][CH3:4]. Reported procedure: A mixture of 2-(1-bromopropyl)-6-methyl-4H-pyrido[1,2-a]pyrimidin-4-one (3.46 g, 12.3 mmol) and N-iodosuccinimide (4.15 g, 18.4 mmol) in acetonitrile (100 mL) was stirred at 80° C., under nitrogen, overnight. After removal of acetonitrile in vacuum, the resulting solid was dissolved in methylene chloride, washed with water, saturated Na2S2O3, saturated sodium bicarbonate, and brine; and then the organic layers dried over sodium sulfate and then filtered. The filtrate was concentrated under reduc... Reactants: O=CC1CCN(C(=O)OCc2ccccc2)CC1, CSc1nccc(C(=NO)C(=O)c2cccc(C(F)(F)F)c2)n1, CC(=O)[O-], CC(=O)O, [NH4+]. Yields the product CSc1nccc(C)n1. Reaction SMILES: [C:24]([N:25]1[CH2:26][CH2:27][CH:28]([CH:29]=[O:30])[CH2:31][CH2:32]1)([O:33][CH2:34][c:35]1[cH:36][cH:37][cH:38][cH:39][cH:40]1)=[O:41].[CH3:1][S:2][c:3]1[n:4][cH:5][cH:6][c:7]([C:9](=[N:10][OH:11])[C:12]([c:13]2[cH:14][cH:15][cH:16][c:17]([C:18]([F:19])([F:20])[F:21])[cH:22]2)=[O:23])[n:8]1.[CH3:43][C:44](=[O:45])[O-:46].[CH3:47][C:48](=[O:49])[OH:50].[NH4+:42]>>[CH3:1][S:2][c:3]1[n:4][cH:5][cH:6][c:7]([CH3:9])[n:8]1. Starting materials: C(C1=CC=CC=C1)Br (benzyl bromide), [Cl-].[NH4+] (ammonium chloride), C(C)(C)NC(C)C (diisopropylamine), solution, C(CCC)[Li] (n-butyllithium), C(#N)CCP(OCC)(=O)C(OCC)OCC (ethyl 2-cyanoethyl(diethoxymethyl)phosphinate). Run in O1CCCC1 (tetrahydrofuran), O1CCCC1 (tetrahydrofuran), CCCCCC (hexane), O1CCCC1 (tetrahydrofuran). Reaction conditions: time 10 minute. The product is C(C1=CC=CC=C1)C(CP(OCC)(=O)C(OCC)OCC)C#N (ethyl 2-benzyl-2-cyanoethyl(diethoxymethyl)phosphinate). As a reaction SMILES: C(NC(C)C)(C)C.C([Li])CCC.[C:13]([CH2:15][CH2:16][P:17]([CH:22]([O:26][CH2:27][CH3:28])[O:23][CH2:24][CH3:25])(=[O:21])[O:18][CH2:19][CH3:20])#[N:14].[CH2:29](Br)[C:30]1[CH:35]=[CH:34][CH:33]=[CH:32][CH:31]=1.[Cl-].[NH4+]>O1CCCC1.CCCCCC>[CH2:29]([CH:15]([C:13]#[N:14])[CH2:16][P:17]([CH:22]([O:23][CH2:24][CH3:25])[O:26][CH2:27][CH3:28])(=[O:21])[O:18][CH2:19][CH3:20])[C:30]1[CH:35]=[CH:34][CH:33]=[CH:32][CH:31]=1 |f:4.5|. Procedure: To a solution of 0.97 g of diisopropylamine in 40 ml of tetrahydrofuran at -78° C. under an atmosphere of nitrogen are added 6.0 ml of a 1.6M solution of n-butyllithium in hexane. This solution is then stirred for a period of 10 minutes at this temperature, after which time a solution of 2.0 g of ethyl 2-cyanoethyl(diethoxymethyl)phosphinate in 10 ml of tetrahydrofuran is added. This mixture is then stirred for a period of 1 hour at -78° C. after which time a solution of 1.4 g of benzyl bromide ...